Dataset: the Open Reaction Database (ORD), a public repository of structured organic reaction records. Task: describe an organic reaction: reactants, conditions, products, and yield Solvent: O1CCOCC1 (1,4-dioxane). RXN SMILES: [CH3:1][C:2]1[CH:7]=[CH:6][N:5]=[CH:4][C:3]=1[N:8]1[CH2:12][CH2:11][NH:10][C:9]1=[O:13].Br[C:15]1[CH:20]=[CH:19][C:18]([Cl:21])=[CH:17][CH:16]=1.N[C@@H]1CCCC[C@H]1N.C(=O)([O-])[O-].[K+].[K+]>[Cu](I)I.O1CCOCC1>[Cl:21][C:18]1[CH:19]=[CH:20][C:15]([N:10]2[CH2:11][CH2:12][N:8]([C:3]3[CH:4]=[N:5][CH:6]=[CH:7][C:2]=3[CH3:1])[C:9]2=[O:13])=[CH:16][CH:17]=1 |f:3.4.5|. The reagents and catalysts are [Cu](I)I (copper iodide). Product: ClC1=CC=C(C=C1)N1C(N(CC1)C=1C=NC=CC1C)=O (1-(4-Chloro-phenyl)-3-(4-methyl-pyridin-3-yl)-imidazolidin-2-one). Yield: 63.6%. Procedure details: Using the same reaction conditions as in Example 14, 1-(4-methyl-pyridin-3-yl)-imidazolidin-2-one (I-14b: 150 mg, 0.8474 mmol) was reacted with 1-bromo-4-chloro-benzene (162 mg, 0.8474 mmol), 1,4-dioxane (5 mL), copper iodide (16.142 mg, 0.08474 mmol), trans-1,2-diamino cyclohexane (29.108 mg, 0.2542 mmol) and potassium carbonate (234.3 mg, 1.6948 mmol) to afford the crude product. Purification by column chromatography on silica gel (1% MeOH in chloroform) afforded 155 mg of the product (63.78% ... Starting materials: CC1=C(C=NC=C1)N1C(NCC1)=O (1-(4-methyl-pyridin-3-yl)-imidazolidin-2-one), BrC1=CC=C(C=C1)Cl (1-bromo-4-chloro-benzene), N[C@H]1[C@@H](CCCC1)N (trans-1,2-diamino cyclohexane), C([O-])([O-])=O.[K+].[K+] (potassium carbonate).